From a dataset of the Open Reaction Database (ORD), a public repository of structured organic reaction records. describe an organic reaction: reactants, conditions, products, and yield Reactants: C(C)(=O)C1=C(C(=C(OCCCOC2=C(C=C(C=C2)C#N)Cl)C=C1)CCC)O (1-(4-acetyl-3-hydroxy-2-n-propylphenoxy)-3-(2-chloro-4-cyanophenoxy)propane), S(O)(O)(=O)=O (sulfuric acid), C(C)O (ethanol). The product is C(C)(=O)C1=C(C(=C(OCCCOC2=C(C=C(C(=O)OCC)C=C2)Cl)C=C1)CCC)O (ethyl 4-[3-(4-acetyl-3-hydroxy-2-n-propylphenoxy)propoxy]-3-chlorobenzoate). RXN SMILES: [C:1]([C:4]1[CH:23]=[CH:22][C:7]([O:8][CH2:9][CH2:10][CH2:11][O:12][C:13]2[CH:18]=[CH:17][C:16]([C:19]#N)=[CH:15][C:14]=2[Cl:21])=[C:6]([CH2:24][CH2:25][CH3:26])[C:5]=1[OH:27])(=[O:3])[CH3:2].S(=O)(=O)(O)[OH:29].[CH2:33]([OH:35])[CH3:34]>>[C:1]([C:4]1[CH:23]=[CH:22][C:7]([O:8][CH2:9][CH2:10][CH2:11][O:12][C:13]2[CH:18]=[CH:17][C:16]([C:19]([O:35][CH2:33][CH3:34])=[O:29])=[CH:15][C:14]=2[Cl:21])=[C:6]([CH2:24][CH2:25][CH3:26])[C:5]=1[OH:27])(=[O:3])[CH3:2]. Procedure details: A mixture of 1-(4-acetyl-3-hydroxy-2-n-propylphenoxy)-3-(2-chloro-4-cyanophenoxy)propane (1.86 g), ethanol (30 ml) and concentrated sulfuric acid (10 ml) was refluxed for 6 hours and then cooled to room temperature. The crystals were collected by filtration and dissolved in chloroform, the solution was washed with a saturated aqeuous sodium hydrogen carbonate solution and then with dilute hydrochloric acid and dried (sodium sulfate). Then, the chloroform was distilled off, and the residue was re... RXN SMILES: [O:1]=[C:2]1[N:6]([C:7]([O:9][C:10]([CH3:13])([CH3:12])[CH3:11])=[O:8])[CH:5]2[CH:14]=[CH:15][CH2:16][CH:4]2[CH2:3]1.C(O[CH:22](N(C)C)[N:23]([CH3:25])[CH3:24])(C)(C)C.O>C1(C)C=CC=CC=1.C(OCC)(=O)C>[C:10]([O:9][C:7]([N:6]1[C:2](=[O:1])[C:3](=[CH:22][N:23]([CH3:25])[CH3:24])[CH:4]2[CH2:16][CH:15]=[CH:14][CH:5]12)=[O:8])([CH3:12])([CH3:13])[CH3:11]. Run at temperature 110 celsius. Yields the product C(C)(C)(C)OC(=O)N1C2C(C(C1=O)=CN(C)C)CC=C2 (tert-butyl-3-(dimethylaminomethylene)-2-oxo-4,6a-dihydro-3aH-cyclopenta[b]pyrrole-1-carboxylate). Isolated yield 58.0%. The reactants are O=C1CC2C(N1C(=O)OC(C)(C)C)C=CC2 (tert-butyl 2-oxo-3,3a,4,6a-tetrahydrocyclopenta[b]pyrrole-1-carboxylate), C(C)(C)(C)OC(N(C)C)N(C)C (tert-butoxybis(dimethylamino)methane), O (water). Solvent: C(C)(=O)OCC (ethyl acetate), C1(=CC=CC=C1)C (toluene). Procedure details: To a solution of tert-butyl 2-oxo-3,3a,4,6a-tetrahydrocyclopenta[b]pyrrole-1-carboxylate IV-1 (500 mg, 2.23 mmol) in toluene (11 mL) was added tert-butoxybis(dimethylamino)methane (1.39 mL, 6.71 mmol) The solution was heated for 2 h at 110° C. It was then cooled to room temperature, poured into water (20 mL), diluted with ethyl acetate (20 mL), and extracted 3 times. The combined organic layers were washed with brine, dried, concentrated and purified by flash chromatography (5% MeOH in CH2Cl2) g... Reactants: C(C)(C)(C)OC(=O)C1CC2=C(CN1)OC(=N2)C(=O)N2C(CN(CC2)S(=O)(=O)C=2NC1=CC=C(C=C1C2)Cl)CC (1-[[6-(tert-butoxycarbonyl)-4,5,6,7-tetrahydrooxazolo[5,4-c]pyridin-2-yl]carbonyl]-4-[(5-chloroindol-2-yl)sulfonyl]-2-ethylpiperazine), FC(C(=O)O)(F)F (trifluoroacetic acid). Run in C(Cl)Cl (methylene chloride). Run at time 10 minute. The product is FC(C(=O)O)(F)F.ClC=1C=C2C=C(NC2=CC1)S(=O)(=O)N1CC(N(CC1)C(=O)C=1OC=2CNCCC2N1)CC (4-[(5-Chloroindol-2-yl)sulfonyl]-2-ethyl-1-[(4,5,6,7-tetrahydrooxazolo[5,4-c]pyridin-2-yl]carbonyl]piperazine trifluoroacetate). As a reaction SMILES: C(OC([CH:8]1[NH:13][CH2:12][C:11]2[O:14][C:15]([C:17]([N:19]3[CH2:24][CH2:23][N:22]([S:25]([C:28]4[NH:29][C:30]5[C:35]([CH:36]=4)=[CH:34][C:33]([Cl:37])=[CH:32][CH:31]=5)(=[O:27])=[O:26])[CH2:21][CH:20]3[CH2:38][CH3:39])=[O:18])=[N:16][C:10]=2[CH2:9]1)=O)(C)(C)C.[F:40][C:41]([F:46])([F:45])[C:42]([OH:44])=[O:43]>C(Cl)Cl>[F:40][C:41]([F:46])([F:45])[C:42]([OH:44])=[O:43].[Cl:37][C:33]1[CH:34]=[C:35]2[C:30](=[CH:31][CH:32]=1)[NH:29][C:28]([S:25]([N:22]1[CH2:23][CH2:24][N:19]([C:17]([C:15]3[O:14][C:11]4[CH2:12][NH:13][CH2:8][CH2:9][C:10]=4[N:16]=3)=[O:18])[CH:20]([CH2:38][CH3:39])[CH2:21]1)(=[O:27])=[O:26])=[CH:36]2 |f:3.4|. Reported procedure: To a solution of 1-[[6-(tert-butoxycarbonyl)-4,5,6,7-tetrahydrooxazolo[5,4-c]pyridin-2-yl]carbonyl]-4-[(5-chloroindol-2-yl)sulfonyl]-2-ethylpiperazine (320 mg) in methylene chloride (5.0 ml) was added trifluoroacetic acid (5.0 ml) at room temperature, followed by stirring for 10 minutes. The reaction mixture was concentrated under reduced pressure, whereby the title compound (423 mg) was obtained as a pale brown solid. Starting materials: BrC=1N=C2C(=NC1)NC=C2C(C(C)(C)C)=O (1-(2-bromo-5H-pyrrolo[2,3-b]pyrazin-7-yl)-2,2-dimethyl-propan-1-one), CNS(=O)(=O)C1=CC=C(C=C1)B(O)O (4-methylsulfamoylphenylboronic acid). The product is CC(C(=O)C1=CNC2=NC=C(N=C21)C2=CC=C(C=C2)S(=O)(=O)NC)(C)C (4-[7-(2,2-Dimethyl-propionyl)-5H-pyrrolo[2,3-b]pyrazin-2-yl]-N-methyl-benzenesulfonamide). As a reaction SMILES: Br[C:2]1[N:3]=[C:4]2[C:10]([C:11](=[O:16])[C:12]([CH3:15])([CH3:14])[CH3:13])=[CH:9][NH:8][C:5]2=[N:6][CH:7]=1.[CH3:17][NH:18][S:19]([C:22]1[CH:27]=[CH:26][C:25](B(O)O)=[CH:24][CH:23]=1)(=[O:21])=[O:20]>>[CH3:13][C:12]([CH3:15])([CH3:14])[C:11]([C:10]1[C:4]2[C:5](=[N:6][CH:7]=[C:2]([C:25]3[CH:24]=[CH:23][C:22]([S:19]([NH:18][CH3:17])(=[O:20])=[O:21])=[CH:27][CH:26]=3)[N:3]=2)[NH:8][CH:9]=1)=[O:16]. Procedure details: 4-[7-(2,2-Dimethyl-propionyl)-5H-pyrrolo[2,3-b]pyrazin-2-yl]-N-methyl-benzenesulfonamide was prepared starting from 1-(2-bromo-5H-pyrrolo[2,3-b]pyrazin-7-yl)-2,2-dimethyl-propan-1-one and 4-methylsulfamoylphenylboronic acid following general procedures as described in these Examples. MP 278-280° C., M+H=373.